Dataset: the Open Reaction Database (ORD), a public repository of structured organic reaction records. Task: describe an organic reaction: reactants, conditions, products, and yield Starting materials: O=C([O-])[O-], CCCc1c(OCCCC(=O)OCC)ccc(C(C)=O)c1OCCCOCCCBr, CC(C)=O, CCCc1c(O)c(Cl)cc(C(C)=O)c1O, [K+], [K+]. The product is CCCc1c(O)c(C(C)=O)cc(Cl)c1OCCCOCCCOc1c(C(C)=O)ccc(OCCCC(=O)OCC)c1CCC. Reaction SMILES: [C:46](=[O:47])([O-:48])[O-:49].[CH2:16]([CH3:17])[O:18][C:19]([CH2:20][CH2:21][CH2:22][O:23][c:24]1[c:25]([CH2:42][CH2:43][CH3:44])[c:26]([O:33][CH2:34][CH2:35][CH2:36][O:37][CH2:38][CH2:39][CH2:40][Br:41])[c:27]([C:30]([CH3:31])=[O:32])[cH:28][cH:29]1)=[O:45].[CH3:52][C:53](=[O:54])[CH3:55].[Cl:1][c:2]1[c:3]([OH:15])[c:4]([CH2:12][CH2:13][CH3:14])[c:5]([OH:11])[c:6]([C:8]([CH3:9])=[O:10])[cH:7]1.[K+:50].[K+:51]>>[Cl:1][c:2]1[c:3]([O:15][CH2:40][CH2:39][CH2:38][O:37][CH2:36][CH2:35][CH2:34][O:33][c:26]2[c:25]([CH2:42][CH2:43][CH3:44])[c:24]([O:23][CH2:22][CH2:21][CH2:20][C:19]([O:18][CH2:16][CH3:17])=[O:45])[cH:29][cH:28][c:27]2[C:30]([CH3:31])=[O:32])[c:4]([CH2:12][CH2:13][CH3:14])[c:5]([OH:11])[c:6]([C:8]([CH3:9])=[O:10])[cH:7]1. The reactants are CC(C)=O, [K+], O=[Mn](=O)(=O)[O-], O=CN1CCC(CCCn2ccnc2CO)CC1. Product: O=CN1CCC(CCCn2ccnc2C(=O)O)CC1. Reaction SMILES: [CH3:25][C:26](=[O:27])[CH3:28].[K+:24].[Mn:19](=[O:20])([O-:21])(=[O:22])=[O:23].[OH:1][CH2:2][c:3]1[n:4]([CH2:8][CH2:9][CH2:10][CH:11]2[CH2:12][CH2:13][N:14]([CH:17]=[O:18])[CH2:15][CH2:16]2)[cH:5][cH:6][n:7]1>>[O:1]=[C:2]([c:3]1[n:4]([CH2:8][CH2:9][CH2:10][CH:11]2[CH2:12][CH2:13][N:14]([CH:17]=[O:18])[CH2:15][CH2:16]2)[cH:5][cH:6][n:7]1)[OH:20].